Dataset: the Open Reaction Database (ORD), a public repository of structured organic reaction records. Task: describe an organic reaction: reactants, conditions, products, and yield Reactants: C1CCOC1, CNC(=O)c1ccc(N2CCN(C)CC2)cc1-c1ccccc1C, C[Si](C)(C)[N-][Si](C)(C)C, FC(F)(F)c1cc(CBr)cc(C(F)(F)F)c1, [K+]. The product is Cc1ccccc1-c1cc(N2CCN(C)CC2)ccc1C(=O)N(C)Cc1cc(C(F)(F)F)cc(C(F)(F)F)c1. Reaction SMILES: [CH2:51]1[O:52][CH2:53][CH2:54][CH2:55]1.[CH3:1][NH:2][C:3](=[O:4])[c:5]1[c:6](-[c:18]2[c:19]([CH3:24])[cH:20][cH:21][cH:22][cH:23]2)[cH:7][c:8]([N:11]2[CH2:12][CH2:13][N:14]([CH3:17])[CH2:15][CH2:16]2)[cH:9][cH:10]1.[CH3:25][Si:26]([CH3:27])([CH3:28])[N-:29][Si:30]([CH3:31])([CH3:32])[CH3:33].[F:35][C:36]([c:37]1[cH:38][c:39]([CH2:40][Br:41])[cH:42][c:43]([C:45]([F:46])([F:47])[F:48])[cH:44]1)([F:49])[F:50].[K+:34]>>[CH3:1][N:2]([C:3](=[O:4])[c:5]1[c:6](-[c:18]2[c:19]([CH3:24])[cH:20][cH:21][cH:22][cH:23]2)[cH:7][c:8]([N:11]2[CH2:12][CH2:13][N:14]([CH3:17])[CH2:15][CH2:16]2)[cH:9][cH:10]1)[CH2:40][c:39]1[cH:38][c:37]([C:36]([F:35])([F:49])[F:50])[cH:44][c:43]([C:45]([F:46])([F:47])[F:48])[cH:42]1.